The task is: describe an organic reaction: reactants, conditions, products, and yield. This data is from the Open Reaction Database (ORD), a public repository of structured organic reaction records. Starting materials: C([O-])([O-])=O.[K+].[K+] (potassium carbonate), O (water), FC1=C(C=CC=C1)N1C(C(C2=CC=C(C=C12)OC)(NC(=O)C=1N=CC2=CC=CC=C2C1)CCC(=O)O)=O ((+)-3-[1-(2-fluorophenyl)-2,3-dihydro-3-(3-isoquinolinyl)carbonylamino-6-methoxy-2-oxo-1H-indol-3-yl]propionic acid). Solvent: C(C)#N (acetonitrile). Product: FC1=C(C=CC=C1)N1C(C(C2=CC=C(C=C12)OC)(NC(=O)C=1N=CC2=CC=CC=C2C1)CCC(=O)[O-])=O.[K+] ((+)-potassium 3-[1-(2-fluorophenyl)-2,3-dihydro-3-(3-isoquinolinyl)carbonylamino-6-methoxy-2-oxo-1H-indol-3-yl]-propionate). Yield: 161.2%. Reaction SMILES: C(=O)([O-])[O-].[K+:5].[K+].O.[F:8][C:9]1[CH:14]=[CH:13][CH:12]=[CH:11][C:10]=1[N:15]1[C:23]2[C:18](=[CH:19][CH:20]=[C:21]([O:24][CH3:25])[CH:22]=2)[C:17]([CH2:39][CH2:40][C:41]([OH:43])=[O:42])([NH:26][C:27]([C:29]2[N:30]=[CH:31][C:32]3[C:37]([CH:38]=2)=[CH:36][CH:35]=[CH:34][CH:33]=3)=[O:28])[C:16]1=[O:44]>C(#N)C>[F:8][C:9]1[CH:14]=[CH:13][CH:12]=[CH:11][C:10]=1[N:15]1[C:23]2[C:18](=[CH:19][CH:20]=[C:21]([O:24][CH3:25])[CH:22]=2)[C:17]([CH2:39][CH2:40][C:41]([O-:43])=[O:42])([NH:26][C:27]([C:29]2[N:30]=[CH:31][C:32]3[C:37]([CH:38]=2)=[CH:36][CH:35]=[CH:34][CH:33]=3)=[O:28])[C:16]1=[O:44].[K+:5] |f:0.1.2,6.7|. Procedure: 1.74 g of potassium carbonate, 5 ml of water and 20 ml of acetonitrile were added to 11.47 g of (+)-3-[1-(2-fluorophenyl)-2,3-dihydro-3-(3-isoquinolinyl)carbonylamino-6-methoxy-2-oxo-1H-indol-3-yl]propionic acid. After removal of solvent under reduced pressure, the residue was dissolved in 100 ml of acetonitrile was added to the residue under heating, and insolubles were filtered off. The filtrate was concentrated, and the residue was dissolved in 100 ml of acetonitrile under heating. After cool... Starting materials: CCOC(C)=O, CCOC(=O)c1cnc(Cc2cccc(O)c2)c2cc(OC)c(OC)cc12, O=[Se]=O. The product is CCOC(=O)c1cnc(C(=O)c2cccc(O)c2)c2cc(OC)c(OC)cc12. As a reaction SMILES: [CH3:31][CH2:32][O:33][C:34](=[O:35])[CH3:36].[OH:1][c:2]1[cH:3][c:4]([CH2:5][c:6]2[n:7][cH:8][c:9]([C:20](=[O:21])[O:22][CH2:23][CH3:24])[c:10]3[cH:11][c:12]([O:18][CH3:19])[c:13]([O:16][CH3:17])[cH:14][c:15]23)[cH:25][cH:26][cH:27]1.[Se:28](=[O:29])=[O:30]>>[OH:1][c:2]1[cH:3][c:4]([C:5]([c:6]2[n:7][cH:8][c:9]([C:20](=[O:21])[O:22][CH2:23][CH3:24])[c:10]3[cH:11][c:12]([O:18][CH3:19])[c:13]([O:16][CH3:17])[cH:14][c:15]23)=[O:29])[cH:25][cH:26][cH:27]1. The reactants are FC1=C(C=CC=C1)C=1N=NN(C1C=1N=CN(C1)C1=NC=C(C(=O)O)C=C1)C (6-(4-(4-(2-fluorophenyl)-1-methyl-1H-1,2,3-triazol-5-yl)-1H-imidazol-1-yl)nicotinic acid), C(C)(C)N (isopropylamine). Yields the product FC1=C(C=CC=C1)C=1N=NN(C1C=1N=CN(C1)C1=NC=C(C(=O)NC(C)C)C=C1)C (6-(4-(4-(2-Fluorophenyl)-1-methyl-1H-1,2,3-triazol-5-yl)-1H-imidazol-1-yl)-N-isopropylnicotinamide). The yield is 61.0%. RXN SMILES: [F:1][C:2]1[CH:7]=[CH:6][CH:5]=[CH:4][C:3]=1[C:8]1[N:9]=[N:10][N:11]([CH3:27])[C:12]=1[C:13]1[N:14]=[CH:15][N:16]([C:18]2[CH:26]=[CH:25][C:21]([C:22](O)=[O:23])=[CH:20][N:19]=2)[CH:17]=1.[CH:28]([NH2:31])([CH3:30])[CH3:29]>>[F:1][C:2]1[CH:7]=[CH:6][CH:5]=[CH:4][C:3]=1[C:8]1[N:9]=[N:10][N:11]([CH3:27])[C:12]=1[C:13]1[N:14]=[CH:15][N:16]([C:18]2[CH:26]=[CH:25][C:21]([C:22]([NH:31][CH:28]([CH3:30])[CH3:29])=[O:23])=[CH:20][N:19]=2)[CH:17]=1. Procedure details: As described for example 22, 6-(4-(4-(2-fluorophenyl)-1-methyl-1H-1,2,3-triazol-5-yl)-1H-imidazol-1-yl)nicotinic acid (75 mg, 0.194 mmol) was converted, using isopropylamine instead of 4-aminotetrahydropyran, to the title compound (51 mg, 61%) which was obtained as an off white foam. MS: m/e=406.3 [M+H]+. Reactants: CC1(C)C(=O)N(Br)C(=O)N1Br, CC(=O)OCC1OC(Oc2ccc(C)cc2)C(OC(C)=O)C(OC(C)=O)C1OC(C)=O. Yields the product CC(=O)OCC1OC(Oc2ccc(CBr)cc2)C(OC(C)=O)C(OC(C)=O)C1OC(C)=O. RXN SMILES: [Br:32][N:33]1[C:34]([CH3:35])([CH3:36])[C:37](=[O:38])[N:39]([Br:40])[C:41]1=[O:42].[C:1]([CH3:2])(=[O:3])[O:4][CH:5]1[CH:6]([O:7][c:8]2[cH:9][cH:10][c:11]([CH3:14])[cH:12][cH:13]2)[O:15][CH:16]([CH2:27][O:28][C:29]([CH3:30])=[O:31])[CH:17]([O:23][C:24]([CH3:25])=[O:26])[CH:18]1[O:19][C:20]([CH3:21])=[O:22]>>[C:1]([CH3:2])(=[O:3])[O:4][CH:5]1[CH:6]([O:7][c:8]2[cH:9][cH:10][c:11]([CH2:14][Br:32])[cH:12][cH:13]2)[O:15][CH:16]([CH2:27][O:28][C:29]([CH3:30])=[O:31])[CH:17]([O:23][C:24]([CH3:25])=[O:26])[CH:18]1[O:19][C:20]([CH3:21])=[O:22]. Reactants: C1(=O)OCC2=CC=CC=C12 (phthalide), C(C=1C(C=O)=CC=CC1)=O (phthalaldehyde), OCC1=C(C=O)C=CC=C1 (2-(hydroxymethyl)benzaldehyde). Yields the product C1(=CC(=CC=C1)CO)CO (1,3-benzenedimethanol), OCC=1C=C(C=O)C=CC1 (3-(hydroxymethyl)benzaldehyde). RXN SMILES: [C:1]1([C:10]2[C:5](=[CH:6][CH:7]=[CH:8][CH:9]=2)[CH2:4][O:3]1)=[O:2].C(=O)C1C(=CC=CC=1)[CH:14]=[O:15].OC[C:23]1[CH:30]=[CH:29][CH:28]=[CH:27][C:24]=1[CH:25]=[O:26]>>[C:5]1([CH2:4][OH:3])[CH:6]=[CH:7][CH:8]=[C:9]([CH2:14][OH:15])[CH:10]=1.[OH:2][CH2:1][C:28]1[CH:27]=[C:24]([CH:23]=[CH:30][CH:29]=1)[CH:25]=[O:26]. Procedure: A particularly advantageous feature of the oxidative method is shape selectivity, as illustrated by the oxidation of three benzenedimethanol isomers as shown in FIG. 1 (Example 6 below). Oxidation of 1,2-benzenedimethanol resulted in very low conversion, yielding a mixture of phthalide, phthalaldehyde, and 2-(hydroxymethyl)benzaldehyde (a mono-oxidized product). Oxidation of 1,3-benzenedimethanol yielded only the mono-oxidized product 3-(hydroxymethyl)benzaldehyde. Oxidation of 1,4-benzenedimeth... As a reaction SMILES: [CH3:31][c:32]1[cH:33][n:34][c:35]([C:37]2([NH2:40])[CH2:38][CH2:39]2)[o:36]1.[CH3:41][CH2:42][N:43]=[C:44]=[N:45][CH2:46][CH2:47][CH2:48][N:49]([CH3:50])[CH3:51].[Cl:63][CH2:64][Cl:65].[ClH:52].[F:1][c:2]1[cH:3][cH:4][c:5](-[c:8]2[o:9][c:10]3[c:11]([c:12]2[C:13]([NH:14][CH3:15])=[O:16])[cH:17][c:18](-[c:21]2[cH:22][c:23]([C:24](=[O:25])[OH:26])[cH:27][cH:28][c:29]2[CH3:30])[cH:19][cH:20]3)[cH:6][cH:7]1.[OH2:66].[OH:53][n:54]1[c:55]2[c:56]([cH:57][cH:58][cH:59][cH:60]2)[n:61][n:62]1>>[F:1][c:2]1[cH:3][cH:4][c:5](-[c:8]2[o:9][c:10]3[c:11]([c:12]2[C:13]([NH:14][CH3:15])=[O:16])[cH:17][c:18](-[c:21]2[cH:22][c:23]([C:24](=[O:25])[NH:40][C:37]4([c:35]5[n:34][cH:33][c:32]([CH3:31])[o:36]5)[CH2:38][CH2:39]4)[cH:27][cH:28][c:29]2[CH3:30])[cH:19][cH:20]3)[cH:6][cH:7]1. The product is CNC(=O)c1c(-c2ccc(F)cc2)oc2ccc(-c3cc(C(=O)NC4(c5ncc(C)o5)CC4)ccc3C)cc12. The reactants are Cc1cnc(C2(N)CC2)o1, CCN=C=NCCCN(C)C, ClCCl, Cl, CNC(=O)c1c(-c2ccc(F)cc2)oc2ccc(-c3cc(C(=O)O)ccc3C)cc12, O, On1nnc2ccccc21.